From a dataset of the Open Reaction Database (ORD), a public repository of structured organic reaction records. describe an organic reaction: reactants, conditions, products, and yield The reactants are CCC(CC)(c1ccc(CCC(O[Si](C)(C)C(C)(C)C)C(C)(C)C)c(C)c1)c1ccc(-c2ccc(CC(=O)OC)c(F)c2)c(C)c1, ClCCl, O=C(O)C(F)(F)F. Product: CCC(CC)(c1ccc(CCC(O)C(C)(C)C)c(C)c1)c1ccc(-c2ccc(CC(=O)OC)c(F)c2)c(C)c1. RXN SMILES: [CH3:8][O:9][C:10]([CH2:11][c:12]1[c:13]([F:52])[cH:14][c:15](-[c:18]2[c:19]([CH3:51])[cH:20][c:21]([C:24]([CH2:25][CH3:26])([CH2:27][CH3:28])[c:29]3[cH:30][c:31]([CH3:50])[c:32]([CH2:35][CH2:36][CH:37]([C:38]([CH3:39])([CH3:40])[CH3:41])[O:42][Si:43]([C:44]([CH3:45])([CH3:46])[CH3:47])([CH3:48])[CH3:49])[cH:33][cH:34]3)[cH:22][cH:23]2)[cH:16][cH:17]1)=[O:53].[Cl:54][CH2:55][Cl:56].[OH:1][C:2]([C:3]([F:4])([F:5])[F:6])=[O:7]>>[CH3:8][O:9][C:10]([CH2:11][c:12]1[c:13]([F:52])[cH:14][c:15](-[c:18]2[c:19]([CH3:51])[cH:20][c:21]([C:24]([CH2:25][CH3:26])([CH2:27][CH3:28])[c:29]3[cH:30][c:31]([CH3:50])[c:32]([CH2:35][CH2:36][CH:37]([C:38]([CH3:39])([CH3:40])[CH3:41])[OH:42])[cH:33][cH:34]3)[cH:22][cH:23]2)[cH:16][cH:17]1)=[O:53]. Starting materials: CC(C(=O)O)c1ccc(-c2ccccc2)c(F)c1, Cc1ccc([N+](=O)[O-])cc1N. Reagents/catalysts: C1CCN(C1)[P+](N2CCCC2)(N3CCCC3)Cl.F[P-](F)(F)(F)(F)F (PyCloP), CCN(C(C)C)C(C)C (DIPEA). The solvent is CN(C)C=O (DMF), CN(C)C=O (DMF), CN(C)C=O (DMF), CN(C)C=O (DMF), CN(C)C=O (DMF), CN(C)C=O (DMF). Run at temperature 25 celsius, time 2 hour. The product is Cc1ccc([N+](=O)[O-])cc1NC(=O)C(C)c1ccc(-c2ccccc2)c(F)c1. The yield is 60.7%. Reaction SMILES: Cc1ccc([N+](=O)[O-])cc1N.CC(C(=O)O)c1ccc(-c2ccccc2)c(F)c1.C1CCN(C1)[P+](N2CCCC2)(N3CCCC3)Cl.F[P-](F)(F)(F)(F)F.CCN(C(C)C)C(C)C.CN(C)C=O>>Cc1ccc([N+](=O)[O-])cc1NC(=O)C(C)c1ccc(-c2ccccc2)c(F)c1. The reactants are C(C)OC(C(C(CC(=O)OCC)C1=CC(=CC=C1)F)C(=O)OCC)=O (2-Ethoxycarbonyl-3-(3-fluoro-phenyl)-pentanedioic acid diethyl ester), Cl (HCl). The solvent is ice water. Product: FC=1C=C(C=CC1)C(CC(=O)O)CC(=O)O (3-(3-Fluoro-phenyl)-pentanedioic acid). RXN SMILES: C([O:3][C:4](=[O:25])[CH:5](C(OCC)=O)[CH:6]([C:13]1[CH:18]=[CH:17][CH:16]=[C:15]([F:19])[CH:14]=1)[CH2:7][C:8]([O:10]CC)=[O:9])C.Cl>>[F:19][C:15]1[CH:14]=[C:13]([CH:6]([CH2:5][C:4]([OH:25])=[O:3])[CH2:7][C:8]([OH:10])=[O:9])[CH:18]=[CH:17][CH:16]=1. Procedure: 2-Ethoxycarbonyl-3-(3-fluoro-phenyl)-pentanedioic acid diethyl ester (2-2) (6.90 g, 19.5 mmol) was treated with 6 N HCl (150 mL). The mixture was refluxed for 24 hr, poured into 200 mL ice-water and extracted with EtOAc (×3). The combined organic layers were washed with brine, dried (Na2SO4) and concentrated to provide 2-3 as a solid which was used in the next step without further purification.